This data is from the Open Reaction Database (ORD), a public repository of structured organic reaction records. The task is: describe an organic reaction: reactants, conditions, products, and yield The reactants are N=1C=CN2N=C(C=CC21)CO (Imidazo[1,2-b]pyridazin-6-ylmethanol), Cl.S1C(=CC=2C=NC=CC21)CN (Thieno[3,2-c]pyridin-2-ylmethanamine hydrochloride). Product: N=1C=CN2N=C(C=CC21)CN (Imidazo[1,2-b]pyridazin-6-ylmethanamine). As a reaction SMILES: [N:1]1[CH:2]=[CH:3][N:4]2[C:9]=1[CH:8]=[CH:7][C:6]([CH2:10]O)=[N:5]2.Cl.S1C2C=C[N:18]=CC=2C=C1CN>>[N:1]1[CH:2]=[CH:3][N:4]2[C:9]=1[CH:8]=[CH:7][C:6]([CH2:10][NH2:18])=[N:5]2 |f:1.2|. Procedure details: Intermediate 1 was prepared from imidazo[1,2-b]pyridazin-6-ylmethanol (1-4) following the procedures similar to procedure of intermediate D from D-3. MS (m/z): 149 (M+1)+ The reactants are Cl.C(CCCCCC)C=1C=C2C=CC(=CC2=CC1)C(=N)N (6-heptyl-2-naphthalenecarboxamidine hydrochloride), raw material, Cl.C(CCCC)OC=1C=C2C=CC(=CC2=CC1)C(=N)N (6-pentyloxy-2-naphthalenecarboxamidine hydrochloride). Yields the product C(CCCC)OC1=CC2=CC=C(C=C2C=C1)C1=NC=C(C=N1)C#N (2-pentyloxy-6-(5-cyano-2-pyrimidinyl)naphthalene). RXN SMILES: Cl.C(C1C=C2C(=CC=1)[CH:15]=[C:14]([C:19](N)=[NH:20])[CH:13]=C2)CCCCCC.Cl.[CH2:23]([O:28][C:29]1[CH:30]=[C:31]2[C:36](=[CH:37][CH:38]=1)[CH:35]=[C:34]([C:39]([NH2:41])=[NH:40])[CH:33]=[CH:32]2)[CH2:24][CH2:25][CH2:26][CH3:27]>>[CH2:23]([O:28][C:29]1[CH:38]=[CH:37][C:36]2[C:31](=[CH:32][CH:33]=[C:34]([C:39]3[N:41]=[CH:15][C:14]([C:19]#[N:20])=[CH:13][N:40]=3)[CH:35]=2)[CH:30]=1)[CH2:24][CH2:25][CH2:26][CH3:27] |f:0.1,2.3|. Procedure details: Operations were carried out as in Example 9 except that 6-heptyl-2-naphthalenecarboxamidine hydrochloride as a raw material was replaced by 6-pentyloxy-2-naphthalenecarboxamidine hydrochloride to produce 2-pentyloxy-6-(5-cyano-2-pyrimidinyl)naphthalene. This product exhibited a liquid crystalline phase, and its crystalline-nematic phase transition point (C-N point) was 134.8°-135.5° C. and its N-I point was 190.9°-191.1° C. Reactants: O=C(NC(COCc1ccccc1)C(=O)O)OCCCNc1ccccn1, CCN=C=NCCCN(C)C, CN1CCOCC1, Cl, CCOC(=O)CC(N)c1cc(Cl)cc(Cl)c1, CN(C)C=O. The product is CCOC(=O)CC(NC(=O)C(COCc1ccccc1)NC(=O)OCCCNc1ccccn1)c1cc(Cl)cc(Cl)c1. As a reaction SMILES: [CH2:17]([c:18]1[cH:19][cH:20][cH:21][cH:22][cH:23]1)[O:24][CH2:25][CH:26]([C:27](=[O:28])[OH:29])[NH:30][C:31](=[O:32])[O:33][CH2:34][CH2:35][CH2:36][NH:37][c:38]1[n:39][cH:40][cH:41][cH:42][cH:43]1.[CH3:45][N:46]([CH3:47])[CH2:48][CH2:49][CH2:50][N:51]=[C:52]=[N:53][CH2:54][CH3:55].[CH3:56][N:57]1[CH2:58][CH2:59][O:60][CH2:61][CH2:62]1.[ClH:44].[NH2:1][CH:2]([CH2:3][C:4](=[O:5])[O:6][CH2:7][CH3:8])[c:9]1[cH:10][c:11]([Cl:16])[cH:12][c:13]([Cl:15])[cH:14]1.[O:63]=[CH:64][N:65]([CH3:66])[CH3:67]>>[NH:1]([CH:2]([CH2:3][C:4](=[O:5])[O:6][CH2:7][CH3:8])[c:9]1[cH:10][c:11]([Cl:16])[cH:12][c:13]([Cl:15])[cH:14]1)[C:27]([CH:26]([CH2:25][O:24][CH2:17][c:18]1[cH:19][cH:20][cH:21][cH:22][cH:23]1)[NH:30][C:31](=[O:32])[O:33][CH2:34][CH2:35][CH2:36][NH:37][c:38]1[n:39][cH:40][cH:41][cH:42][cH:43]1)=[O:28]. Reactants: CO, Cc1ccc(C(=O)O)c(F)c1I. The product is COC(=O)c1ccc(C)c(I)c1F. As a reaction SMILES: [CH3:13][OH:14].[F:1][c:2]1[c:3]([C:4](=[O:5])[OH:6])[cH:7][cH:8][c:9]([CH3:12])[c:10]1[I:11]>>[F:1][c:2]1[c:3]([C:4](=[O:5])[O:6][CH3:13])[cH:7][cH:8][c:9]([CH3:12])[c:10]1[I:11]. Reactants: BrC(Br)(Br)Br, C1CCOC1, CC(=O)Nc1nc(-c2ccc(CCCO)cc2)c(-c2ccc(S(C)(=O)=O)cc2)s1, c1ccc(P(c2ccccc2)c2ccccc2)cc1. Product: CC(=O)Nc1nc(-c2ccc(CCCBr)cc2)c(-c2ccc(S(C)(=O)=O)cc2)s1. RXN SMILES: [C:49]([Br:50])([Br:51])([Br:52])[Br:53].[O:54]1[CH2:55][CH2:56][CH2:57][CH2:58]1.[OH:1][CH2:2][CH2:3][CH2:4][c:5]1[cH:6][cH:7][c:8](-[c:11]2[n:12][c:13]([NH:26][C:27]([CH3:28])=[O:29])[s:14][c:15]2-[c:16]2[cH:17][cH:18][c:19]([S:22](=[O:23])(=[O:24])[CH3:25])[cH:20][cH:21]2)[cH:9][cH:10]1.[c:30]1([P:31]([c:32]2[cH:33][cH:34][cH:35][cH:36][cH:37]2)[c:38]2[cH:39][cH:40][cH:41][cH:42][cH:43]2)[cH:44][cH:45][cH:46][cH:47][cH:48]1>>[CH2:2]([CH2:3][CH2:4][c:5]1[cH:6][cH:7][c:8](-[c:11]2[n:12][c:13]([NH:26][C:27]([CH3:28])=[O:29])[s:14][c:15]2-[c:16]2[cH:17][cH:18][c:19]([S:22](=[O:23])(=[O:24])[CH3:25])[cH:20][cH:21]2)[cH:9][cH:10]1)[Br:50].